Dataset: the Open Reaction Database (ORD), a public repository of structured organic reaction records. Task: describe an organic reaction: reactants, conditions, products, and yield Reactants: resultant solution, C(C)(=O)OCC (ethyl acetate), COC(=O)C1=CC=C2C=NNC2=C1 (1H-Indazole-6-carboxylic acid methyl ester), C[O-].[Na+] (sodium methoxide), C1[C@@H](C)O1 ((R)-propylene oxide), C(C)(=O)OCC (ethyl acetate). The solvent is CCCCCC (hexane), CO (methanol), CO (methanol), [Cl-].[NH4+] (ammonium chloride), CCCCCC (hexane). Conditions: time 30 minute. Yields the product C(C)OC(=O)C1=CC=C2C=NN(C2=C1)C[C@@H](C)O (1-((R)-2-Hydroxypropyl)-1H-indazole-6-carboxylic acid ethyl ester). Isolated yield 39.0%. RXN SMILES: [CH3:1][O:2][C:3]([C:5]1[CH:13]=[C:12]2[C:8]([CH:9]=[N:10][NH:11]2)=[CH:7][CH:6]=1)=[O:4].C[O-].[Na+].[CH2:17]1[O:20][C@@H:18]1[CH3:19].[C:21](OCC)(=O)C>CO.[Cl-].[NH4+].CCCCCC>[CH2:1]([O:2][C:3]([C:5]1[CH:13]=[C:12]2[C:8]([CH:9]=[N:10][N:11]2[CH2:17][C@H:18]([OH:20])[CH3:19])=[CH:7][CH:6]=1)=[O:4])[CH3:21] |f:1.2,6.7|. Procedure: To a stirred solution of the product from Step A (3.5 g, 19.8 mmol) in methanol (30 mL) was added a sodium methoxide solution in methanol (25%, 9.2 ml, 29.3 mmol) at room temperature. After 30 min, (R)-propylene oxide (2.8 mL, 39.6 mmol) was added, and the resultant solution stirred for 3 h. The solution was diluted with saturated aqueous solution of ammonium chloride (20 mL) and extracted with ethyl acetate (3×65 mL). The combined extract was washed with brine (10 mL), dried (MgSO4) and evapora...